Dataset: the Open Reaction Database (ORD), a public repository of structured organic reaction records. Task: describe an organic reaction: reactants, conditions, products, and yield The reactants are CC(C)(C)[Si](C)(C)Cl, CN(C)C=O, CCC(O)CCCl, c1c[nH]cn1. The product is CCC(CCCl)O[Si](C)(C)C(C)(C)C. RXN SMILES: [C:8]([CH3:9])([CH3:10])([CH3:11])[Si:12]([CH3:13])([CH3:14])[Cl:15].[CH3:21][N:22]([CH3:23])[CH:24]=[O:25].[Cl:1][CH2:2][CH2:3][CH:4]([CH2:5][CH3:6])[OH:7].[nH:16]1[cH:17][cH:18][n:19][cH:20]1>>[Cl:1][CH2:2][CH2:3][CH:4]([CH2:5][CH3:6])[O:7][Si:12]([C:8]([CH3:9])([CH3:10])[CH3:11])([CH3:13])[CH3:14]. The reactants are C(C)(C)[Si](C(C)C)(C(C)C)OC(N(CCC=1N=CN(C1)C(C1=CC=CC=C1)(C1=CC=CC=C1)C1=CC=CC=C1)[C@@H]1CN(CC1)C(=O)OC(C)(C)C)=O ((S)-N-[1-(tert-butoxycarbonyl)pyrrolidin-3-yl]-N-{2-[1-(triphenylmethyl)-1H-imidazol-4-yl]ethyl}carbamic acid triisopropylsilyl ester), FC(S(=O)(=O)OS(=O)(=O)C(F)(F)F)(F)F (trifluoromethanesulfonic anhydride), C(#N)C1=C(C=C(CO)C=C1)F (4-cyano-3-fluoro-benzyl alcohol), C(C)(C)N(C(C)C)CC (N,N-diisopropylethylamine). Run in C(Cl)Cl (CH2Cl2). Run at time 18 hour. Yields the product C(C)(C)[Si](C(C)C)(C(C)C)OC(N(CCC1=CN=CN1CC1=CC(=C(C=C1)C#N)F)[C@@H]1CN(CC1)C(=O)OC(C)(C)C)=O ((S)-N-[1-(tert-Butoxycarbonyl)pyrrolidin-3-yl]-N-{2-[1-(4-cyano-3-fluorobenzyl)-1H-imidazol-5-yl]ethyl}carbamic Acid Triisopropylsilyl Ester). Reaction SMILES: [CH:1]([Si:4]([O:11][C:12](=[O:52])[N:13]([C@H:40]1[CH2:44][CH2:43][N:42]([C:45]([O:47][C:48]([CH3:51])([CH3:50])[CH3:49])=[O:46])[CH2:41]1)[CH2:14][CH2:15][C:16]1[N:17]=[CH:18][N:19](C(C2C=CC=CC=2)(C2C=CC=CC=2)C2C=CC=CC=2)[CH:20]=1)([CH:8]([CH3:10])[CH3:9])[CH:5]([CH3:7])[CH3:6])([CH3:3])[CH3:2].[C:53]([C:55]1[CH:62]=[CH:61][C:58]([CH2:59]O)=[CH:57][C:56]=1[F:63])#[N:54].C(N(CC)C(C)C)(C)C.FC(F)(F)S(OS(C(F)(F)F)(=O)=O)(=O)=O>C(Cl)Cl>[CH:1]([Si:4]([O:11][C:12](=[O:52])[N:13]([C@H:40]1[CH2:44][CH2:43][N:42]([C:45]([O:47][C:48]([CH3:49])([CH3:50])[CH3:51])=[O:46])[CH2:41]1)[CH2:14][CH2:15][C:16]1[N:17]([CH2:59][C:58]2[CH:61]=[CH:62][C:55]([C:53]#[N:54])=[C:56]([F:63])[CH:57]=2)[CH:18]=[N:19][CH:20]=1)([CH:5]([CH3:6])[CH3:7])[CH:8]([CH3:10])[CH3:9])([CH3:3])[CH3:2]. Procedure: To a stirred solution of (S)-N-[1-(tert-butoxycarbonyl)pyrrolidin-3-yl]-N-{2-[1-(triphenylmethyl)-1H-imidazol-4-yl]ethyl}carbamic acid triisopropylsilyl ester, as described above in Step F, (519 mg, 0.715 mmol) and 4-cyano-3-fluoro-benzyl alcohol, as described in Example 31, Step H, (108 mg, 0.715 mmol) in CH2Cl2 (7 mL) was added N,N-diisopropylethylamine (0.311 mL, 1.78 mmol), followed by dropwise addition of trifluoromethanesulfonic anhydride (0.120 mL, 0.715 mmol). The reaction mixture was al... Yields the product C1CCC(CC1)(C#N)O (Cyclohexanone Cyanohydrin). Reaction conditions: temperature 10 celsius. Run in O (water). Starting materials: C([O-])([O-])=O.[Na+].[Na+] (Sodium carbonate), C#N (HCN), C1(CCCCC1)=O (Cyclohexanone). Procedure details: Sodium carbonate (30.0 g., 0.283 mole) was dissolved in 200.2 g. of water, the system was closed and anhydrous liquid HCN (3.46 g., 0.128 mole) was added to the solution. Little, if any, heat was given off in the reaction and the product solution was clear. Cyclohexanone (32.05 g., 0.327 mole) was injected into the system with good mixing. The mixture heated up immediately 10°C. The organic and aqueous phases were mixed for 15 minutes longer and then allowed to separate. The organic layer (35.9 ... Reaction SMILES: C(=O)([O-])[O-].[Na+].[Na+].[CH:7]#[N:8].[C:9]1(=[O:15])[CH2:14][CH2:13][CH2:12][CH2:11][CH2:10]1>O>[CH2:12]1[CH2:13][CH2:14][C:9]([OH:15])([C:7]#[N:8])[CH2:10][CH2:11]1 |f:0.1.2|. The reactants are CN1CC=2N(C3=C(C1=O)C=CC=C3)C=NC2C(=O)N2C=NC=C2 (1-[(5,6-dihydro-5-methyl-6-oxo-4H-imidazo[1,5-a][1,4]benzodiazepin-3-yl)carbonyl]imidazole), C(C)(N)=NO (acetamidoxime). RXN SMILES: [CH3:1][N:2]1[C:8](=[O:9])[C:7]2[CH:10]=[CH:11][CH:12]=[CH:13][C:6]=2[N:5]2[CH:14]=[N:15][C:16]([C:17]([N:19]3[CH:23]=[CH:22]N=C3)=[O:18])=[C:4]2[CH2:3]1.C(=NO)([NH2:26])C>CN(C)C=O>[CH3:1][N:2]1[C:8](=[O:9])[C:7]2[CH:10]=[CH:11][CH:12]=[CH:13][C:6]=2[N:5]2[CH:14]=[N:15][C:16]([C:17]3[O:18][N:26]=[C:23]([CH3:22])[N:19]=3)=[C:4]2[CH2:3]1. Reaction conditions: time 5.5 hour. Product: CN1CC=2N(C3=C(C1=O)C=CC=C3)C=NC2C2=NC(=NO2)C (4,5-dihydro-5-methyl-3-(3-methyl-1,2,4-oxadiazol-5-yl)-6H-imidazo[1,5-a][1,4]benzodiazepin-6-one). Reported procedure: 9.30 g (30.2 mmol) of 1-[(5,6-dihydro-5-methyl-6-oxo-4H-imidazo[1,5-a][1,4]benzodiazepin-3-yl)carbonyl]imidazole are suspended in 60 ml of N,N-dimethylformamide and the suspension is treated with 3.0 g (40.5 mmol) of acetamidoxime. After stirring at 60° for 5.5 hours the mixture is evaporated to dryness, 70 ml of glacial acetic acid are added to the residue and the solution is heated to 120° for 2.5 hours. The solution is then evaporated and the residue is partitioned between methylene chloride ... The solvent is CN(C=O)C (N,N-dimethylformamide). Reactants: C(C(C)(C)C1=CC=CC=C1)Cl (neophyl chloride), [Mg] (magnesium), C[Si](Cl)(Cl)C (dimethyldichlorosilane), cuprous cyanide, C(C(C)(C)C1=CC=CC=C1)[Mg]Cl (Neophylmagnesium chloride). The solvent is C1CCOC1 (THF), C1CCOC1 (THF). Yields the product C(C(C)(C)C1=CC=CC=C1)[Mg]Cl (Neophylmagnesium chloride), C(C(C)(C)C1=CC=CC=C1)[Si](Cl)(C)C (neophyldimethylchlorosilane). The yield is 73.0%. RXN SMILES: [CH2:1](Cl)[C:2]([C:5]1[CH:10]=[CH:9][CH:8]=[CH:7][CH:6]=1)([CH3:4])[CH3:3].[Mg].[CH3:13][Si:14]([CH3:17])(Cl)[Cl:15].[CH2:18]([Mg:28][Cl:29])[C:19]([C:22]1[CH:27]=[CH:26][CH:25]=[CH:24][CH:23]=1)([CH3:21])[CH3:20]>C1COCC1>[CH2:18]([Mg:28][Cl:29])[C:19]([C:22]1[CH:27]=[CH:26][CH:25]=[CH:24][CH:23]=1)([CH3:21])[CH3:20].[CH2:1]([Si:14]([CH3:17])([CH3:13])[Cl:15])[C:2]([C:5]1[CH:10]=[CH:9][CH:8]=[CH:7][CH:6]=1)([CH3:4])[CH3:3]. Procedure details: Neophylmagnesium chloride was prepared by the careful addition of 500 g (2.96 mol) of neophyl chloride to 75 g (3.125 mol) of magnesium turnings in 1.25 liters of dry THF. A five liter, 4-necked flask equipped with an overhead stirrer, condenser, thermometer and addition funnel was charged with 387 g (3.125 mol) of dimethyldichlorosilane, 3.0 g of cuprous cyanide and 250 ml of THF. Neophylmagnesium chloride was added dropwise from the addition funnel at such a rate as to maintain a gentle reflux...